Dataset: the Open Reaction Database (ORD), a public repository of structured organic reaction records. Task: describe an organic reaction: reactants, conditions, products, and yield Starting materials: C(C)(=O)OCC (ethyl acetate), COC(CCO)(C)C (3-methoxy-3-methylbutane-1-ol), TEA, FC(CS(=O)(=O)Cl)(F)F (2,2,2-trifluoroethanesulfonyl chloride). Run in hexanes, C(Cl)Cl (CH2Cl2). Reaction conditions: time 1 hour. Product: FC(CS(=O)(=O)OCCC(C)(C)OC)(F)F (3-methoxy-3-methylbutyl 2,2,2-trifluoroethanesulfonate). The yield is 49.3%. RXN SMILES: [CH3:1][O:2][C:3]([CH3:8])([CH3:7])[CH2:4][CH2:5][OH:6].[F:9][C:10]([F:17])([F:16])[CH2:11][S:12](Cl)(=[O:14])=[O:13].C(OCC)(=O)C>C(Cl)Cl>[F:9][C:10]([F:17])([F:16])[CH2:11][S:12]([O:6][CH2:5][CH2:4][C:3]([O:2][CH3:1])([CH3:8])[CH3:7])(=[O:14])=[O:13]. Procedure details: To a solution of 3-methoxy-3-methylbutane-1-ol (0.4 g, 3.4 mmol) and TEA (0.2 g, 2 mmol) in CH2Cl2 (6 mL) was added 2,2,2-trifluoroethanesulfonyl chloride (0.12 g, 0.66 mmol). The solution was stirred at rt for 1 h. The organics were extracted with CH2Cl2 (25 mL) and washed with 0.1 M HCl (3×20 mL), saturated aqueous NaHCO3 (1×20 mL) and saturated aqueous NaCl (1×20 mL). The organics were dried over Na2SO4 and concentrated to give a crude mixture. Silica gel chromatography with ethyl acetate in ... Starting materials: CC(=O)NC1=C(C(=C(C(=C1I)NC(=O)C)I)C(=O)[O-])I.[Na+] (sodium diatrizoate), ClCC(=O)OCC (ethyl chloroacetate). The solvent is CN(C=O)C (N,N-dimethylformamide). Yields the product C(C)(=O)NC=1C(=C(C(=O)OCC(=O)OCC)C(=C(C1I)NC(C)=O)I)I (Ethyl (3,5-bis(acetylamino)-2,4,6-triiodo-benzoyloxy)acetate). Isolated yield 75.7%. Reaction SMILES: [CH3:1][C:2]([NH:4][C:5]1[C:10]([I:11])=[C:9]([NH:12][C:13]([CH3:15])=[O:14])[C:8]([I:16])=[C:7]([C:17]([O-:19])=[O:18])[C:6]=1[I:20])=[O:3].[Na+].Cl[CH2:23][C:24]([O:26][CH2:27][CH3:28])=[O:25]>CN(C)C=O>[C:13]([NH:12][C:9]1[C:8]([I:16])=[C:7]([C:6]([I:20])=[C:5]([NH:4][C:2](=[O:3])[CH3:1])[C:10]=1[I:11])[C:17]([O:19][CH2:23][C:24]([O:26][CH2:27][CH3:28])=[O:25])=[O:18])(=[O:14])[CH3:15] |f:0.1|. Reported procedure: To 175 mL of dry N,N-dimethylformamide (DMF) was added 63.6 g (0.100 mol) sodium diatrizoate and 14.7 g (0.120 mol) of ethyl chloroacetate and the mixture was heated on a steam bath for 6 hr. The reaction was filtered while hot and the filtrate cooled to room temperature and diluted to 500 ml with water. The mixture was cooled and filtered and the collected solid washed with water. The solid was then dissolved in 350 ml hot DMF, filtered and added to an equal volume of water. The mixture was coo... The reactants are CN(C)C(=O)c1ccc(Oc2ccc3c(c2)CN(C(=O)OCc2ccccc2)CC3)cc1, CCO, [H][H]. The product is CN(C)C(=O)c1ccc(Oc2ccc3c(c2)CNCC3)cc1. As a reaction SMILES: [CH2:1]([O:2][C:3](=[O:4])[N:11]1[CH2:12][c:13]2[cH:14][c:15]([O:21][c:22]3[cH:23][cH:24][c:25]([C:28]([N:29]([CH3:30])[CH3:31])=[O:32])[cH:26][cH:27]3)[cH:16][cH:17][c:18]2[CH2:19][CH2:20]1)[c:5]1[cH:6][cH:7][cH:8][cH:9][cH:10]1.[CH3:33][CH2:34][OH:35].[H:36][H:37]>>[NH:11]1[CH2:12][c:13]2[cH:14][c:15]([O:21][c:22]3[cH:23][cH:24][c:25]([C:28]([N:29]([CH3:30])[CH3:31])=[O:32])[cH:26][cH:27]3)[cH:16][cH:17][c:18]2[CH2:19][CH2:20]1. Reactants: C(C=C)[C@H]1[C@@H](C(N1C(C(=O)OCC1=CC=CC=C1)=C(C)C)=O)N1C(C=2C(C1=O)=CC=CC2)=O (benzyl 2-[(3S,4S)-4-allyl-3-phthalimido-2-oxo-azetidin-1-yl]-3-methyl-2-butenoate), CN(CCCN)C (N,N-dimethyl-1,3-propanediamine). Run in C(Cl)Cl (methylene chloride), CO (methanol). Conditions: time 25 hour. Product: C(C=C)[C@H]1C(C(N1C(C(=O)OCC1=CC=CC=C1)=C(C)C)=O)N (benzyl 2-[(4S)-4-allyl-3-amino-2-oxoazetidin-1-yl]-3-methyl-2-butenoate). The yield is 64.5%. Reaction SMILES: [CH2:1]([C@@H:4]1[N:7]([C:8](=[C:19]([CH3:21])[CH3:20])[C:9]([O:11][CH2:12][C:13]2[CH:18]=[CH:17][CH:16]=[CH:15][CH:14]=2)=[O:10])[C:6](=[O:22])[C@H:5]1[N:23]1C(=O)C2=CC=CC=C2C1=O)[CH:2]=[CH2:3].CN(C)CCCN>C(Cl)Cl.CO>[CH2:1]([C@@H:4]1[N:7]([C:8](=[C:19]([CH3:20])[CH3:21])[C:9]([O:11][CH2:12][C:13]2[CH:18]=[CH:17][CH:16]=[CH:15][CH:14]=2)=[O:10])[C:6](=[O:22])[CH:5]1[NH2:23])[CH:2]=[CH2:3]. Procedure: To a solution of benzyl 2-[(3S,4S)-4-allyl-3-phthalimido-2-oxo-azetidin-1-yl]-3-methyl-2-butenoate (340 mg) in a mixture of methylene chloride (5 ml) and methanol (2.5 ml) was added N,N-dimethyl-1,3-propanediamine (0.21 ml) and the mixture was stirred at room temperature for 25 hours. After removal of the solvent by evaporation, the residue was dissolved in ethyl acetate and washed with water. Drying over magnesium sulfate and evaporation gave an oil, which was chromatographed on silica gel (3 g... Starting materials: BrC=1C=CC(=NC1)S(=O)(=O)C (5-bromo-2-methanesulfonyl-pyridine), C(=O)([O-])[O-].[Na+].[Na+] (Na2CO3), C1(CCCCC1)C=C(CO)B1OC(C(O1)(C)C)(C)C (3-cyclohexyl-2-(4,4,5,5-tetramethyl-[1,3,2]dioxaborolan-2-yl)-prop-2-en-1-ol), O (water). The reagents and catalysts are Cl[Pd]Cl.C1(=CC=CC=C1)P([C-]1C=CC=C1)C1=CC=CC=C1.[C-]1(C=CC=C1)P(C1=CC=CC=C1)C1=CC=CC=C1.[Fe+2] ([1,1′-bis(diphenylphosphino)ferrocene]-dichloropalladium(II)). Solvent: CN(C)C=O (DMF). Run at temperature 80 celsius, time 18 hour. Product: C1(CCCCC1)/C=C(/CO)\C=1C=NC(=CC1)S(=O)(=O)C ((E)-3-cyclohexyl-2-(6-methanesulfonyl-pyridin-3-yl)-prop-2-en-1-ol). The yield is 59.2%. RXN SMILES: Br[C:2]1[CH:3]=[CH:4][C:5]([S:8]([CH3:11])(=[O:10])=[O:9])=[N:6][CH:7]=1.C([O-])([O-])=O.[Na+].[Na+].[CH:18]1([CH:24]=[C:25](B2OC(C)(C)C(C)(C)O2)[CH2:26][OH:27])[CH2:23][CH2:22][CH2:21][CH2:20][CH2:19]1.O>CN(C=O)C.Cl[Pd]Cl.C1(P(C2C=CC=CC=2)[C-]2C=CC=C2)C=CC=CC=1.[C-]1(P(C2C=CC=CC=2)C2C=CC=CC=2)C=CC=C1.[Fe+2]>[CH:18]1(/[CH:24]=[C:25](\[C:2]2[CH:7]=[N:6][C:5]([S:8]([CH3:11])(=[O:10])=[O:9])=[CH:4][CH:3]=2)/[CH2:26][OH:27])[CH2:23][CH2:22][CH2:21][CH2:20][CH2:19]1 |f:1.2.3,7.8.9.10|. Procedure details: Add 5-bromo-2-methanesulfonyl-pyridine (0.47 g, 2.0 mmol), [1,1′-bis(diphenylphosphino)ferrocene]-dichloropalladium(II) (163 mg, 0.2 mmol), and Na2CO3 (2.5 mL, 2.0 M, 5.0 mmol) to a solution of 3-cyclohexyl-2-(4,4,5,5-tetramethyl-[1,3,2]dioxaborolan-2-yl)-prop-2-en-1-ol (0.53 g, 2.2 mmol) in DMF (10 mL). Stir at 80° C. for 18 h, monitor completion of the reaction by LCMS. Treat the reaction mixture with water and extract 3 times with MTBE. Dry organic layers over sodium sulfate and remove solven...